The task is: describe an organic reaction: reactants, conditions, products, and yield. This data is from the Open Reaction Database (ORD), a public repository of structured organic reaction records. Reactants: C(C)(C)(C)OC(=O)NC1=CC=C(C=C1)CCCS(=O)(=O)[O-] (2-[4-(tert-Butoxycarbonylamino)phenyl]ethylmethanesulfonate), C(C)OC([C@H](CC1=CC=C(C=C1)O)OCC)=O ((S)-2-ethoxy-3-(4-hydroxyphenyl)propanoic acid ethyl ester), C([O-])([O-])=O.[K+].[K+] (potassium carbonate). The reagents and catalysts are C(C)(C)(C)OC(=O)NC1=CC=C(C=C1)CCCS(=O)(=O)[O-] (2-[4-(tert-butoxycarbonylamino)phenyl]-ethylmethanesulfonate). The solvent is C(C)#N (acetonitrile). Yields the product C(C)OC([C@H](CC1=CC=C(C=C1)OCCC1=CC=C(C=C1)NC(=O)OC(C)(C)C)OCC)=O (3-{4-[2-(4-tert-butoxycarbonylaminophenyl)ethoxy]phenyl}-(S)-2-ethoxypropanoic acid ethyl ester). Yield: 99648.8%. RXN SMILES: [C:1]([O:5][C:6]([NH:8][C:9]1[CH:14]=[CH:13][C:12]([CH2:15][CH2:16]CS([O-])(=O)=O)=[CH:11][CH:10]=1)=[O:7])([CH3:4])([CH3:3])[CH3:2].[CH2:22]([O:24][C:25](=[O:38])[C@@H:26]([O:35][CH2:36][CH3:37])[CH2:27][C:28]1[CH:33]=[CH:32][C:31]([OH:34])=[CH:30][CH:29]=1)[CH3:23].C(=O)([O-])[O-].[K+].[K+]>C(#N)C.C(OC(NC1C=CC(CCCS([O-])(=O)=O)=CC=1)=O)(C)(C)C>[CH2:22]([O:24][C:25](=[O:38])[C@@H:26]([O:35][CH2:36][CH3:37])[CH2:27][C:28]1[CH:29]=[CH:30][C:31]([O:34][CH2:16][CH2:15][C:12]2[CH:11]=[CH:10][C:9]([NH:8][C:6]([O:5][C:1]([CH3:2])([CH3:3])[CH3:4])=[O:7])=[CH:14][CH:13]=2)=[CH:32][CH:33]=1)[CH3:23] |f:2.3.4|. Reported procedure: 2-[4-(tert-Butoxycarbonylamino)phenyl]ethylmethanesulfonate (52.9 g; 0.168 mmole), (S)-2-ethoxy-3-(4-hydroxyphenyl)propanoic acid ethyl ester (40 g; 0.168 mmole) and potassium carbonate (69.5 g; 0.503 mmole) were mixed in acetonitrile (1200 ml) and refluxed overnight. Another portion of 2-[4-(tert-butoxycarbonylamino)phenyl]-ethylmethanesulfonate (2.5 g; 7.9 mmole) was added. The reaction mixture was refluxed for 8 more hours then filtered. Evaporation of the filtrate gave 76.6 g 3-{4-[2-(4-tert... The reactants are CCN(C(C)C)C(C)C, ClCCl, Cl, O=S(=O)(Cl)c1ccc(OC(F)(F)F)cc1, O=C1CCNCC1, O. Yields the product O=C1CCN(S(=O)(=O)c2ccc(OC(F)(F)F)cc2)CC1. Reaction SMILES: [CH:25]([N:26]([CH2:27][CH3:28])[CH:29]([CH3:30])[CH3:31])([CH3:32])[CH3:33].[Cl:34][CH2:35][Cl:36].[ClH:16].[F:1][C:2]([O:3][c:4]1[cH:5][cH:6][c:7]([S:10](=[O:11])(=[O:12])[Cl:13])[cH:8][cH:9]1)([F:14])[F:15].[NH:18]1[CH2:19][CH2:20][C:21](=[O:24])[CH2:22][CH2:23]1.[OH2:17]>>[F:1][C:2]([O:3][c:4]1[cH:5][cH:6][c:7]([S:10](=[O:11])(=[O:12])[N:18]2[CH2:19][CH2:20][C:21](=[O:24])[CH2:22][CH2:23]2)[cH:8][cH:9]1)([F:14])[F:15]. The reactants are CNC, CN(C)C=O, Cn1c2ccc(F)cc2c2c(C(=O)O)cn(-c3ccccn3)c(=O)c21, O. The product is CN(C)C(=O)c1cn(-c2ccccn2)c(=O)c2c1c1cc(F)ccc1n2C. As a reaction SMILES: [CH3:26][NH:27][CH3:28].[CH3:30][N:31]([CH3:32])[CH:33]=[O:34].[F:1][c:2]1[cH:3][c:4]2[c:5]3[c:6]([n:7]([CH3:11])[c:8]2[cH:9][cH:10]1)[c:12](=[O:25])[n:13](-[c:19]1[n:20][cH:21][cH:22][cH:23][cH:24]1)[cH:14][c:15]3[C:16](=[O:17])[OH:18].[OH2:29]>>[F:1][c:2]1[cH:3][c:4]2[c:5]3[c:6]([n:7]([CH3:11])[c:8]2[cH:9][cH:10]1)[c:12](=[O:25])[n:13](-[c:19]1[n:20][cH:21][cH:22][cH:23][cH:24]1)[cH:14][c:15]3[C:16](=[O:18])[N:27]([CH3:26])[CH3:28]. As a reaction SMILES: [C:33](=[O:34])([OH:35])[O-:36].[CH3:40][c:41]1[cH:42][cH:43][cH:44][cH:45][cH:46]1.[CH3:47][CH2:48][O:49][C:50](=[O:51])[CH3:52].[Cl:20][CH2:21][CH2:22][CH2:23][C:24](=[O:25])[c:26]1[cH:27][cH:28][c:29]([F:32])[cH:30][cH:31]1.[I-:39].[K+:37].[K+:38].[c:1]1([C:7](=[C:8]2[CH2:9][CH2:10][NH:11][CH2:12][CH2:13]2)[c:14]2[cH:15][cH:16][cH:17][cH:18][cH:19]2)[cH:2][cH:3][cH:4][cH:5][cH:6]1>>[c:1]1([C:7](=[C:8]2[CH2:9][CH2:10][N:11]([CH2:21][CH2:22][CH2:23][C:24](=[O:25])[c:26]3[cH:27][cH:28][c:29]([F:32])[cH:30][cH:31]3)[CH2:12][CH2:13]2)[c:14]2[cH:15][cH:16][cH:17][cH:18][cH:19]2)[cH:2][cH:3][cH:4][cH:5][cH:6]1. Reactants: O=C([O-])O, Cc1ccccc1, CCOC(C)=O, O=C(CCCCl)c1ccc(F)cc1, [I-], [K+], [K+], c1ccc(C(=C2CCNCC2)c2ccccc2)cc1. The product is O=C(CCCN1CCC(=C(c2ccccc2)c2ccccc2)CC1)c1ccc(F)cc1. Reactants: CC(C)(C)C(=O)Oc1cccc2ccccc12 (substrate), CC[Si](CC)(CC)B1OC(C)(C)C(C)(C)O1 (effective_coupling_partner). Reagents/catalysts: PCy3. Product: CC[Si](CC)(CC)c1cccc2ccccc12. Conditions: temperature 50 celsius, time 8.5 hour. Starting materials: C(C)(C)(C)C1=CC=C(OC(C(=O)O)(C)C)C=C1 (2-(4-t-butylphenoxy)-2-methylpropionic acid), [Si](C)(C)(C(C)(C)C)O[C@@H]1C=C2C=C[C@@H]([C@@H]([C@H]2[C@H](C1)O)CC[C@@H]1C([C@H](C(C(O1)=O)O[SiH3])C(C)(C)C)(C)C)C ((4R,6R)-6-{(1S,2S,6S,8S,8aR)-2-[1,2,6,7,8,8a-hexahydro-6-t-butyldimethylsilyloxy-8-hydroxy-2-methyl-1-naphthyl]ethyl}tetrahydro-4-t-butyldimethyl silyloxy-2H-pyran-2-one). Product: [Si](C)(C)(C(C)(C)C)O[C@@H]1C=C2C=C[C@@H]([C@@H]([C@H]2[C@H](C1)OC(C(C)(C)OC1=CC=C(C=C1)C(C)(C)C)=O)CC[C@@H]1C[C@H](CC(O1)=O)O[Si](C)(C)C(C)(C)C)C ((4R,6R)-6-([1S,2S,6S,8S,8aR]-2-{1,2,6,7,8,8a-Hexahydro-6-t-butyldimethylsilyloxy-8-[2-(4-t-butylphenoxy)-2-methylpropionyloxy]-2-methyl-1-naphthyl}ethyl)tetrahydro-4-t-butyldimethylsilyloxy-2H-pyran-2-one). The yield is 160.4%. Reaction SMILES: [C:1]([C:5]1[CH:17]=[CH:16][C:8]([O:9][C:10]([CH3:15])([CH3:14])[C:11]([OH:13])=O)=[CH:7][CH:6]=1)([CH3:4])([CH3:3])[CH3:2].[Si:18]([O:25][C@H:26]1[CH2:35][C@H:34]([OH:36])[C@H:33]2[C:28]([CH:29]=[CH:30][C@H:31]([CH3:54])[C@@H:32]2[CH2:37][CH2:38][C@H:39]2[O:44][C:43](=[O:45])[CH:42](O[SiH3])[C@H:41](C(C)(C)C)[C:40]2(C)C)=[CH:27]1)([C:21]([CH3:24])([CH3:23])[CH3:22])([CH3:20])[CH3:19]>>[Si:18]([O:25][C@H:26]1[CH2:35][C@H:34]([O:36][C:11](=[O:13])[C:10]([O:9][C:8]2[CH:7]=[CH:6][C:5]([C:1]([CH3:2])([CH3:3])[CH3:4])=[CH:17][CH:16]=2)([CH3:15])[CH3:14])[C@H:33]2[C:28]([CH:29]=[CH:30][C@H:31]([CH3:54])[C@@H:32]2[CH2:37][CH2:38][C@H:39]2[O:44][C:43](=[O:45])[CH2:42][C@H:41]([O:25][Si:18]([C:21]([CH3:24])([CH3:23])[CH3:22])([CH3:20])[CH3:19])[CH2:40]2)=[CH:27]1)([C:21]([CH3:23])([CH3:22])[CH3:24])([CH3:19])[CH3:20]. Procedure details: A procedure similar to that described in Example 1, above, was followed, but using 858 mg of 2-(4-t-butylphenoxy)-2-methylpropionic acid and 1.0 g of (4R,6R)-6-{(1S,2S,6S,8S,8aR)-2-[1,2,6,7,8,8a-hexahydro-6-t-butyldimethylsilyloxy-8-hydroxy-2-methyl-1-naphthyl]ethyl}tetrahydro-4-t-butyldimethyl silyloxy-2H-pyran-2-one [prepared as described in Example B, above], to give 1.12 g of the title compound as a colorless foam.